Dataset: the Open Reaction Database (ORD), a public repository of structured organic reaction records. Task: describe an organic reaction: reactants, conditions, products, and yield Starting materials: ClC1=CC(=CC=C1)C(=O)OO (m-chloroperbenzoic acid), C(CCCCCCCC)C1=CC=C(C=C1)C=CCCCC (1-(4-nonylphenyl)-hex-1-ene). Solvent: ClCCl (dichloromethane), ClCCl (dichloromethane). Reaction conditions: time 20 hour. Yields the product O1C(C1CCCC)C1=CC=C(C=C1)CCCCCCCCC (1,2-epoxy-1-(4-nonylphenyl)-hexane). RXN SMILES: ClC1C=CC=C(C(OO)=[O:9])C=1.[CH2:12]([C:21]1[CH:26]=[CH:25][C:24]([CH:27]=[CH:28][CH2:29][CH2:30][CH2:31][CH3:32])=[CH:23][CH:22]=1)[CH2:13][CH2:14][CH2:15][CH2:16][CH2:17][CH2:18][CH2:19][CH3:20]>ClCCl>[O:9]1[CH:28]([CH2:29][CH2:30][CH2:31][CH3:32])[CH:27]1[C:24]1[CH:23]=[CH:22][C:21]([CH2:12][CH2:13][CH2:14][CH2:15][CH2:16][CH2:17][CH2:18][CH2:19][CH3:20])=[CH:26][CH:25]=1. Reported procedure: 6.76 g of m-chloroperbenzoic acid (90% content) in 100 ml of dichloromethane are added to a solution of 6.32 g of 1-(4-nonylphenyl)-hex-1-ene (mixture of cis- and trans-isomers) from the preceding stage in 150 ml of dichloromethane while cooling to 0°-5°, and the whole is stirred for 20 hours at 20°. The rection mixture is washed in succession with 10% strength (w/v) sodium sulphite solution, 5% strength (w/v) sodium carbonate solution and 3 portions of water, dried over sodium sulphate and conc... The reactants are CCOC(=O)COc1ccc(Sc2cc(C#CCOC)cc(OCCCN3CCOCC3)c2)cc1Cl, CCO, Cl, [Na+], [OH-]. Yields the product COCC#Cc1cc(OCCCN2CCOCC2)cc(Sc2ccc(OCC(=O)O)c(Cl)c2)c1. As a reaction SMILES: [CH2:1]([CH3:2])[O:3][C:4]([CH2:5][O:6][c:7]1[c:8]([Cl:35])[cH:9][c:10]([S:13][c:14]2[cH:15][c:16]([C:30]#[C:31][CH2:32][O:33][CH3:34])[cH:17][c:18]([O:20][CH2:21][CH2:22][CH2:23][N:24]3[CH2:25][CH2:26][O:27][CH2:28][CH2:29]3)[cH:19]2)[cH:11][cH:12]1)=[O:36].[CH3:40][CH2:41][OH:42].[ClH:39].[Na+:38].[OH-:37]>>[O:3]=[C:4]([CH2:5][O:6][c:7]1[c:8]([Cl:35])[cH:9][c:10]([S:13][c:14]2[cH:15][c:16]([C:30]#[C:31][CH2:32][O:33][CH3:34])[cH:17][c:18]([O:20][CH2:21][CH2:22][CH2:23][N:24]3[CH2:25][CH2:26][O:27][CH2:28][CH2:29]3)[cH:19]2)[cH:11][cH:12]1)[OH:36]. Reactants: OC(CCC(C1=CC=CC=C1)C1=CC=CC=C1)C=1N=CNC1 (4-(1-hydroxy-4,4-diphenylbutyl)-1H-imidazole), S(=O)(=O)(O)[O-].[K+] (potassium hydrogen sulfate), [OH-].[Na+] (sodium hydroxide). Solvent: C(C)O (ethanol). Product: C1(=CC=CC=C1)C(CC=CC=1N=CNC1)C1=CC=CC=C1 (4-(4,4-diphenyl-1-butenyl)-1H-imidazole). RXN SMILES: O[CH:2]([C:18]1[N:19]=[CH:20][NH:21][CH:22]=1)[CH2:3][CH2:4][CH:5]([C:12]1[CH:17]=[CH:16][CH:15]=[CH:14][CH:13]=1)[C:6]1[CH:11]=[CH:10][CH:9]=[CH:8][CH:7]=1.S([O-])(O)(=O)=O.[K+].[OH-].[Na+]>C(O)C>[C:12]1([CH:5]([C:6]2[CH:7]=[CH:8][CH:9]=[CH:10][CH:11]=2)[CH2:4][CH:3]=[CH:2][C:18]2[N:19]=[CH:20][NH:21][CH:22]=2)[CH:13]=[CH:14][CH:15]=[CH:16][CH:17]=1 |f:1.2,3.4|. Procedure: 4-(1-hydroxy-4,4-diphenylbutyl)-1H-imidazole (3,0 g) and 20 g of anhydrous potassium hydrogen sulfate are heated at 150° C. for 4 hours. The mixture is cooled and 90 ml ethanol is added to dissolve the product. The mixture is made alkaline with sodium hydroxide. The product is extracted into methylene chloride, washed with water and evaporated to dryness. The product is then made to hydrochloride salt with dry hydrogen chloride in ethyl acetate. M.p. above 240° C. Reactants: CCOC(=O)c1cccc(CBr)c1, CC#N, N. Yields the product CCOC(=O)c1cccc(CN)c1. RXN SMILES: [C:1](=[O:2])([O:3][CH2:4][CH3:5])[c:6]1[cH:7][c:8]([CH2:9][Br:10])[cH:11][cH:12][cH:13]1.[CH3:15][C:16]#[N:17].[NH3:14]>>[C:1](=[O:2])([O:3][CH2:4][CH3:5])[c:6]1[cH:7][c:8]([CH2:9][NH2:14])[cH:11][cH:12][cH:13]1. Reaction conditions: temperature 100 celsius. Yield: 6.5%. Procedure details: A mixture of 2-chloro-N-methyl-5-(trifluoromethyl)pyrimidin-4-amine (0.5 g, 2.36 mmol), 8-amino-7-chloro-4-methyl-3,4-dihydrobenzo[f][1,4]oxazepin-5(2H)-one (0.38 mmol) and p-toluene sulphonic acid (0.49 g, 2.6 mmol) in dioxane (10 mL) was heated at 100° C. for 2 h. The mixture was cooled, filtered and the solid washed with dioxane. The solid was dried in a vacuum oven and purified via silica gel column chromatography (20-100% ethyl acetate/isohexane) gave 7-chloro-4-methyl-8-(4-(methylamino)-5-... Reaction SMILES: Cl[C:2]1[N:7]=[C:6]([NH:8][CH3:9])[C:5]([C:10]([F:13])([F:12])[F:11])=[CH:4][N:3]=1.[NH2:14][C:15]1[C:27]([Cl:28])=[CH:26][C:18]2[C:19](=[O:25])[N:20]([CH3:24])[CH2:21][CH2:22][O:23][C:17]=2[CH:16]=1.C1(C)C=CC(S(O)(=O)=O)=CC=1>O1CCOCC1>[Cl:28][C:27]1[C:15]([NH:14][C:2]2[N:7]=[C:6]([NH:8][CH3:9])[C:5]([C:10]([F:13])([F:12])[F:11])=[CH:4][N:3]=2)=[CH:16][C:17]2[O:23][CH2:22][CH2:21][N:20]([CH3:24])[C:19](=[O:25])[C:18]=2[CH:26]=1. Solvent: O1CCOCC1 (dioxane). Product: ClC=1C(=CC2=C(C(N(CCO2)C)=O)C1)NC1=NC=C(C(=N1)NC)C(F)(F)F (7-chloro-4-methyl-8-(4-(methylamino)-5-(trifluoromethyl)pyrimidin-2-ylamino)-3,4-dihydrobenzo[f][1,4]oxazepin-5(2H)-one). Starting materials: ClC1=NC=C(C(=N1)NC)C(F)(F)F (2-chloro-N-methyl-5-(trifluoromethyl)pyrimidin-4-amine), NC1=CC2=C(C(N(CCO2)C)=O)C=C1Cl (8-amino-7-chloro-4-methyl-3,4-dihydrobenzo[f][1,4]oxazepin-5(2H)-one), C1(=CC=C(C=C1)S(=O)(=O)O)C (p-toluene sulphonic acid). Starting materials: FC(C=1C=C(CN(C(C2=CN=C(C=C2C2=C(C=CC=C2)C)CO)=O)C)C=C(C1)C(F)(F)F)(F)F (N-(3,5-Bis-trifluoromethyl-benzyl)-6-hydroxymethyl-N-methyl-4-o-tolyl-nicotinamide), OC=1C=C(C=CC1)C(F)(F)F (3-hydroxybenzotrifluoride), C1(=CC=CC=C1)P(C1=CC=CC=C1)C1=CC=CC=C1 (triphenylphosphine), N(=NC(=O)OCC)C(=O)OCC (diethyl azodicarboxylate). The solvent is O1CCCC1 (tetrahydrofuran), C(C)(=O)OCC (ethyl acetate). Product: FC(C=1C=C(CN(C(C2=CN=C(C=C2C2=C(C=CC=C2)C)COC2=CC(=CC=C2)C(F)(F)F)=O)C)C=C(C1)C(F)(F)F)(F)F (N-(3,5-Bis-trifluoromethyl-benzyl)-N-methyl-4-o-tolyl-6-(3-trifluoromethyl-phenoxymethyl)-nicotinamide). Isolated yield 58.2%. Reaction SMILES: [F:1][C:2]([F:34])([F:33])[C:3]1[CH:4]=[C:5]([CH:26]=[C:27]([C:29]([F:32])([F:31])[F:30])[CH:28]=1)[CH2:6][N:7]([CH3:25])[C:8](=[O:24])[C:9]1[C:14]([C:15]2[CH:20]=[CH:19][CH:18]=[CH:17][C:16]=2[CH3:21])=[CH:13][C:12]([CH2:22][OH:23])=[N:11][CH:10]=1.O[C:36]1[CH:37]=[C:38]([C:42]([F:45])([F:44])[F:43])[CH:39]=[CH:40][CH:41]=1.C1(P(C2C=CC=CC=2)C2C=CC=CC=2)C=CC=CC=1.N(C(OCC)=O)=NC(OCC)=O>O1CCCC1.C(OCC)(=O)C>[F:31][C:29]([F:32])([F:30])[C:27]1[CH:26]=[C:5]([CH:4]=[C:3]([C:2]([F:33])([F:1])[F:34])[CH:28]=1)[CH2:6][N:7]([CH3:25])[C:8](=[O:24])[C:9]1[C:14]([C:15]2[CH:20]=[CH:19][CH:18]=[CH:17][C:16]=2[CH3:21])=[CH:13][C:12]([CH2:22][O:23][C:36]2[CH:41]=[CH:40][CH:39]=[C:38]([C:42]([F:45])([F:44])[F:43])[CH:37]=2)=[N:11][CH:10]=1. Procedure details: A solution of 80 mg (0.17 mmol) N-(3,5-bis-trifluoromethyl-benzyl)-6-hydroxymethyl-N-methyl-4-o-tolyl-nicotinamide (Example 7), 0.027 ml (0.22 mmol) 3-hydroxybenzotrifluoride, 47 mg (0.17 mmol) triphenylphosphine and 32 mg (0.17 mmol) diethyl azodicarboxylate in 2 ml tetrahydrofuran was stirred at room temperature over night. The reaction mixture was diluted with ethyl acetate and washed with 1N aqueous sodium hydroxide solution. The aqueous layer was extracted with three portions of ethyl aceta... Starting materials: COC(=O)C1=Cc2cc(Br)ccc2CCC1, C1CCOC1, CC(C)C[AlH]CC(C)C, CCOCC. Product: OCC1=Cc2cc(Br)ccc2CCC1. RXN SMILES: [Br:1][c:2]1[cH:3][cH:4][c:5]2[c:6]([cH:16]1)[CH:7]=[C:8]([C:12](=[O:13])[O:14][CH3:15])[CH2:9][CH2:10][CH2:11]2.[CH2:31]1[O:32][CH2:33][CH2:34][CH2:35]1.[CH3:17][CH:18]([CH2:19][AlH:20][CH2:21][CH:22]([CH3:23])[CH3:24])[CH3:25].[CH3:26][CH2:27][O:28][CH2:29][CH3:30]>>[Br:1][c:2]1[cH:3][cH:4][c:5]2[c:6]([cH:16]1)[CH:7]=[C:8]([CH2:12][OH:13])[CH2:9][CH2:10][CH2:11]2. The reactants are [Cl-].[Li+] (lithium chloride), O (Water), resultant product, ClC=1C=C(CN2C[C@@H](OCC2)CNC(CSC=2SC=C(N2)C(=O)OCC)=O)C=CC1Cl ((2S)-N-{[4-(3,4-dichlorobenzyl)morpholin-2-yl]methyl}-[4-(ethoxycarbonyl)thiazol-2-ylthio]acetamide), [BH4-].[Na+] (sodium borohydride). Run in C(C)O (ethanol), O1CCCC1 (tetrahydrofuran). Conditions: time 4.5 hour. Yields the product ClC=1C=C(CN2C[C@@H](OCC2)CNC(CSC=2SC=C(N2)CO)=O)C=CC1Cl ((2S)-N-{[4-(3,4-dichlorobenzyl)morpholin-2-yl]methyl}-[4-(hydroxymethyl)thiazol-2-ylthio]acetamide). RXN SMILES: [Cl:1][C:2]1[CH:3]=[C:4]([CH:28]=[CH:29][C:30]=1[Cl:31])[CH2:5][N:6]1[CH2:11][CH2:10][O:9][C@@H:8]([CH2:12][NH:13][C:14](=[O:27])[CH2:15][S:16][C:17]2[S:18][CH:19]=[C:20]([C:22](OCC)=[O:23])[N:21]=2)[CH2:7]1.[BH4-].[Na+].[Cl-].[Li+].O>C(O)C.O1CCCC1>[Cl:1][C:2]1[CH:3]=[C:4]([CH:28]=[CH:29][C:30]=1[Cl:31])[CH2:5][N:6]1[CH2:11][CH2:10][O:9][C@@H:8]([CH2:12][NH:13][C:14](=[O:27])[CH2:15][S:16][C:17]2[S:18][CH:19]=[C:20]([CH2:22][OH:23])[N:21]=2)[CH2:7]1 |f:1.2,3.4|. Procedure: The resultant product (2.09 g) of (1-4) was dissolved in ethanol (40 mL) and tetrahydrofuran (40 mL), sodium borohydride (454 mg) was added, lithium chloride (509 mg) was further added, and the mixture was stirred at room temperature for 4.5 hrs. Water was poured into the reaction mixture, the organic solvent alone was evaporated under reduced pressure, and the mixture was extracted with ethyl acetate. The extract was washed with saturated brine, dried over anhydrous sodium sulfate, and the solv...